describe an organic reaction: reactants, conditions, products, and yield From a dataset of the Open Reaction Database (ORD), a public repository of structured organic reaction records. Starting materials: liquid, N (ammonia), [Li] (lithium), COC1=C2C3(CCC(C(=C3CCC2=C(C(=C1)C(C)C)OC)C)=O)C (5,8-dimethoxy-1,4a-dimethyl-7-(1-methylethyl)-4,4a,9,10-tetrahydro-2(3H)-phenanthrenone). Run in C1CCOC1 (THF). Conditions: time 5 minute. Yields the product COC1=C2C3(CCC(C(C3CCC2=C(C(=C1)C(C)C)OC)C)=O)C (5,8-dimethoxy-1,4a-dimethyl-7-(1-methylethyl)-3,4,4a,9,10,10a-hexahydro-2(1H)-phenanthrenone). The yield is 53.7%. Reaction SMILES: N.[Li].[CH3:3][O:4][C:5]1[CH:18]=[C:17]([CH:19]([CH3:21])[CH3:20])[C:16]([O:22][CH3:23])=[C:15]2[C:6]=1[C:7]1([CH3:26])[C:12]([CH2:13][CH2:14]2)=[C:11]([CH3:24])[C:10](=[O:25])[CH2:9][CH2:8]1>C1COCC1>[CH3:3][O:4][C:5]1[CH:18]=[C:17]([CH:19]([CH3:20])[CH3:21])[C:16]([O:22][CH3:23])=[C:15]2[C:6]=1[C:7]1([CH3:26])[CH:12]([CH2:13][CH2:14]2)[CH:11]([CH3:24])[C:10](=[O:25])[CH2:9][CH2:8]1 |^1:1|. Procedure details: To 15.6 ml of liquid ammonia was added 28.5 mg of lithium metal at -78° C. and the mixture was stirred for 5 minutes. Then, 15.6 ml of a THF solution containing 500 mg of the compound obtained in Example 1 was slowly added dropwise. After the mixture was stirred at -78° C. for 1.5 hours, the ammonia was distilled off and the residue was diluted with water and extracted with diethyl ether. The organic layer was washed with saturated aqueous sodium chloride solution, dried over magnesium sulfate, ...